From a dataset of the Open Reaction Database (ORD), a public repository of structured organic reaction records. describe an organic reaction: reactants, conditions, products, and yield Reactants: [Br-], CC(=O)C(C)NCCc1ccccc1, CC(C)C[Mg+], CC(C)CBr, C=CCC(C)(O)CCCC(C)C, CCOCC, [Cl-], [Mg], [NH4+]. The product is CC(C)CCCC(C)(O)CCCC(C)(O)C(C)NCCc1ccccc1. As a reaction SMILES: [Br-:1].[CH2:25]([c:26]1[cH:27][cH:28][cH:29][cH:30][cH:31]1)[CH2:32][NH:33][CH:34]([C:35]([CH3:36])=[O:37])[CH3:38].[CH2:2]([Mg+:3])[CH:4]([CH3:5])[CH3:6].[CH2:8]([Br:9])[CH:10]([CH3:11])[CH3:12].[CH3:13][C:14]([CH2:15][CH:16]=[CH2:17])([CH2:18][CH2:19][CH2:20][CH:21]([CH3:22])[CH3:23])[OH:24].[CH3:41][CH2:42][O:43][CH2:44][CH3:45].[Cl-:39].[Mg:7].[NH4+:40]>>[CH3:13][C:14]([CH2:15][CH2:16][CH2:17][C:35]([CH:34]([NH:33][CH2:32][CH2:25][c:26]1[cH:27][cH:28][cH:29][cH:30][cH:31]1)[CH3:38])([CH3:36])[OH:37])([CH2:18][CH2:19][CH2:20][CH:21]([CH3:22])[CH3:23])[OH:24].